Dataset: the Open Reaction Database (ORD), a public repository of structured organic reaction records. Task: describe an organic reaction: reactants, conditions, products, and yield Starting materials: OC=1C=CC(=C2C=CC=NC12)C=C1C(NC2=CC=CC=C12)=O (3-(8-hydroxy-5-quinolylmethylen)-2-oxindole), [F-].C(CCC)[N+](CCCC)(CCCC)CCCC (tetrabutylammonium fluoride), C(C)OC(C(C)Br)=O (2-bromopropionic acid ethylester). The solvent is C1CCOC1 (THF), ClCCl (dichloromethane). Reaction conditions: time 1 hour. The product is C(C)OC(C(C)OC=1C=CC(=C2C=CC=NC12)C=C1C(NC2=CC=CC=C12)=O)=O (2-[5-(2-oxindol-3-ylidenemethyl)quinol-8-yloxy]propionic acid ethyl ester). The yield is 86.0%. As a reaction SMILES: [OH:1][C:2]1[CH:3]=[CH:4][C:5]([CH:12]=[C:13]2[C:21]3[C:16](=[CH:17][CH:18]=[CH:19][CH:20]=3)[NH:15][C:14]2=[O:22])=[C:6]2[C:11]=1[N:10]=[CH:9][CH:8]=[CH:7]2.[F-].C([N+](CCCC)(CCCC)CCCC)CCC.[CH2:41]([O:43][C:44](=[O:48])[CH:45](Br)[CH3:46])[CH3:42]>C1COCC1.ClCCl>[CH2:41]([O:43][C:44](=[O:48])[CH:45]([O:1][C:2]1[CH:3]=[CH:4][C:5]([CH:12]=[C:13]2[C:21]3[C:16](=[CH:17][CH:18]=[CH:19][CH:20]=3)[NH:15][C:14]2=[O:22])=[C:6]2[C:11]=1[N:10]=[CH:9][CH:8]=[CH:7]2)[CH3:46])[CH3:42] |f:1.2|. Reported procedure: A solution of 8-hydroxyquinoline-5-carbaldehyde (346 mg, 2 mmol), 2-oxindole (266 mg, 2 mmol) and piperidine (43 mg, 0.5 mmol) in absolute ethanol (10 ml) was heated for 3 h at 60-70° C. under nitrogen. Then the reaction mixture was chilled and evaporated under vacuum to dryness. The residue was submitted to column chromatography over silica gel using dichloromethane/ethanol 4% as eluant to give pure 3-(8-hydroxy-5-quinolylmethylen)-2-oxindole in 60% yield (365 mg). To a solution of 3-(8-hydroxy... The reactants are C#CC1(O)C(=C)CC2C3CC(=C)C4=CC(=O)CCC4(C)C3CCC21C, CC(=O)[O-], [Na+], O. Product: C=C1CC2C(CCC3(C)C2CC(=C)C3(O)C(C)=O)C2(C)CCC(=O)C=C12. Reaction SMILES: [C:1](#[CH:2])[C:3]1([OH:25])[C:4]2([CH3:5])[CH:6]([CH2:7][C:8]1=[CH2:9])[CH:10]1[CH2:11][C:12](=[CH2:24])[C:13]3=[CH:14][C:15](=[O:23])[CH2:16][CH2:17][C:18]3([CH3:19])[CH:20]1[CH2:21][CH2:22]2.[CH3:27][C:28]([O-:29])=[O:30].[Na+:26].[OH2:31]>>[C:1]([CH3:2])([C:3]1([OH:25])[C:4]2([CH3:5])[CH:6]([CH2:7][C:8]1=[CH2:9])[CH:10]1[CH2:11][C:12](=[CH2:24])[C:13]3=[CH:14][C:15](=[O:23])[CH2:16][CH2:17][C:18]3([CH3:19])[CH:20]1[CH2:21][CH2:22]2)=[O:29]. The reactants are NC(C(O)C1=CC=C(C=C1)OC1=CC=CC=C1)CC1=CC=C(C=C1)C(F)(F)F ((1RS,2SR)-2-amino-1-(4-phenoxyphenyl)-3-(4-(trifluoromethyl)phenyl)-1-propanol), FC1=CC=C(C2=CC=CC=C12)C(=O)O (4-fluoronaphthalenecarboxylic acid), Cl.C(C)N=C=NCCCN(C)C (1-ethyl-3-(3-dimethylaminopropyl)carbodiimide hydrochloride), ON1N=NC2=C1C=CC=C2 (1-hydroxy-1H-benzotriazole). Run in O (water), C(C)#N (acetonitrile). Run at time 8 hour. Yields the product OC(C(CC1=CC=C(C=C1)C(F)(F)F)NC(=O)C1=CC=C(C2=CC=CC=C12)F)C1=CC=C(C=C1)OC1=CC=CC=C1 (N-((1RS,2SR)-2-hydroxy-2-(4-phenoxyphenyl)-1-((4-(trifluoromethyl)phenyl)methyl)ethyl)-4-fluoro-1-naphthalenecarboxamide). The yield is 90.2%. Reaction SMILES: [NH2:1][CH:2]([CH2:18][C:19]1[CH:24]=[CH:23][C:22]([C:25]([F:28])([F:27])[F:26])=[CH:21][CH:20]=1)[CH:3]([C:5]1[CH:10]=[CH:9][C:8]([O:11][C:12]2[CH:17]=[CH:16][CH:15]=[CH:14][CH:13]=2)=[CH:7][CH:6]=1)[OH:4].[F:29][C:30]1[C:39]2[C:34](=[CH:35][CH:36]=[CH:37][CH:38]=2)[C:33]([C:40](O)=[O:41])=[CH:32][CH:31]=1.Cl.C(N=C=NCCCN(C)C)C.ON1C2C=CC=CC=2N=N1>C(#N)C.O>[OH:4][CH:3]([C:5]1[CH:6]=[CH:7][C:8]([O:11][C:12]2[CH:17]=[CH:16][CH:15]=[CH:14][CH:13]=2)=[CH:9][CH:10]=1)[CH:2]([NH:1][C:40]([C:33]1[C:34]2[C:39](=[CH:38][CH:37]=[CH:36][CH:35]=2)[C:30]([F:29])=[CH:31][CH:32]=1)=[O:41])[CH2:18][C:19]1[CH:20]=[CH:21][C:22]([C:25]([F:26])([F:27])[F:28])=[CH:23][CH:24]=1 |f:2.3|. Reported procedure: To a solution of (1RS,2SR)-2-amino-1-(4-phenoxyphenyl)-3-(4-(trifluoromethyl)phenyl)-1-propanol (400 mg, 1.03 mmol) in acetonitrile (30 ml) were added 4-fluoronaphthalenecarboxylic acid (196 mg, 1.03 mmol), 1-ethyl-3-(3-dimethylaminopropyl)carbodiimide hydrochloride (297 mg, 1.55 mmol) and 1-hydroxy-1H-benzotriazole (158 mg, 1.03 mmol), and the mixture was stirred overnight at room temperature. The reaction solution was diluted with water (100 ml) and extracted with ethyl acetate (100 ml×2). The...